Dataset: the Open Reaction Database (ORD), a public repository of structured organic reaction records. Task: describe an organic reaction: reactants, conditions, products, and yield Starting materials: O=C(CBr)OCc1ccccc1, C1CCNC1, [Na+], [Na+], O=C([O-])[O-], C1CCOC1. Yields the product O=C(CN1CCCC1)OCc1ccccc1. Reaction SMILES: [Br:1][CH2:2][C:3](=[O:4])[O:5][CH2:6][c:7]1[cH:8][cH:9][cH:10][cH:11][cH:12]1.[CH2:13]1[CH2:14][CH2:15][NH:16][CH2:17]1.[Na+:18].[Na+:19].[O-:20][C:21](=[O:22])[O-:23].[O:24]1[CH2:25][CH2:26][CH2:27][CH2:28]1>>[CH2:2]([C:3](=[O:4])[O:5][CH2:6][c:7]1[cH:8][cH:9][cH:10][cH:11][cH:12]1)[N:16]1[CH2:15][CH2:14][CH2:13][CH2:17]1.